This data is from the Open Reaction Database (ORD), a public repository of structured organic reaction records. The task is: describe an organic reaction: reactants, conditions, products, and yield Reactants: BrC=1C=C2C(=C(C(NC2=CC1)=O)OC1=CC=C(C=C1)Cl)O (6-bromo-3-(4-chlorophenoxy)-4-hydroxyquinolin-2(1H)-one), BrC=1C=C2C(=C(C(NC2=CC1)=O)OC1=CC=C(C=C1)Cl)O (6-bromo-3-(4-chlorophenoxy)-4-hydroxyquinolin-2(1H)-one), CN(C=O)C (N,N-dimethylformamide), Cl.C(C)(C)OC1CNC1 (3-isopropoxyazetidine-HCl). The solvent is C(C)(=O)OCC (ethyl acetate). Reaction conditions: temperature 60 celsius. The product is BrC=1C=C2C(=C(C(=NC2=CC1)N1CC(C1)OC(C)C)OC1=CC=C(C=C1)Cl)Cl (6-Bromo-4-chloro-3-(4-chlorophenoxy)-2-(3-isopropoxyazetidin-1-yl)quinoline). RXN SMILES: [Br:1][C:2]1[CH:3]=[C:4]2[C:9](=[CH:10][CH:11]=1)[NH:8][C:7](=O)[C:6]([O:13][C:14]1[CH:19]=[CH:18][C:17]([Cl:20])=[CH:16][CH:15]=1)=[C:5]2O.CN(C)C=O.[ClH:27].[CH:28]([O:31][CH:32]1[CH2:35][NH:34][CH2:33]1)([CH3:30])[CH3:29]>C(OCC)(=O)C>[Br:1][C:2]1[CH:3]=[C:4]2[C:9](=[CH:10][CH:11]=1)[N:8]=[C:7]([N:34]1[CH2:35][CH:32]([O:31][CH:28]([CH3:30])[CH3:29])[CH2:33]1)[C:6]([O:13][C:14]1[CH:19]=[CH:18][C:17]([Cl:20])=[CH:16][CH:15]=1)=[C:5]2[Cl:27] |f:2.3|. Procedure details: To 6-bromo-2,4-dichloro-3-(4-chlorophenoxy)quinoline (0.50 g, 1.24 mmol, Intermediate 7: step c) was added N,N-dimethylformamide (3 mL) and 3-isopropoxyazetidine-HCl (0.188 g, 1.24 mmol), and the reaction was heated at 60° C. overnight. The reaction was cooled, diluted with ethyl acetate and the organic layer was washed with water five times to remove the N,N-dimethylformamide. The organic layer was dried (MgSO4), filtered and concentrated, then purified over a silica gel column with ethyl aceta... Procedure details: By following the procedure of Example 2, but using (S)-3-methylthio-1,5,10,10a-tetrahydrothiazolo[3,4-b]isoquinolinium iodide (18.2 g) and 2-amino-4-methylpyrimidine (8.0 g) as the starting materials, (S)-3-[(4-methylpyrimidin-2-yl)imino]-1,5,10,10a-tetrahydrothiazolo[3,4-b]isoquinoline (3.0 g) is obtained in the form of white crystals, m.p.=179° C. Isolated yield 20.2%. Product: CC1=NC(=NC=C1)N=C1SC[C@H]2N1CC=1C=CC=CC1C2 ((S)-3-[(4-methylpyrimidin-2-yl)imino]-1,5,10,10a-tetrahydrothiazolo[3,4-b]isoquinoline). RXN SMILES: [I-].CS[C:4]1[S:5][CH2:6][C@@H:7]2[CH2:16][C:15]3[CH:14]=[CH:13][CH:12]=[CH:11][C:10]=3[CH2:9][N+:8]=12.[NH2:17][C:18]1[N:23]=[C:22]([CH3:24])[CH:21]=[CH:20][N:19]=1>>[CH3:24][C:22]1[CH:21]=[CH:20][N:19]=[C:18]([N:17]=[C:4]2[N:8]3[CH2:9][C:10]4[CH:11]=[CH:12][CH:13]=[CH:14][C:15]=4[CH2:16][C@H:7]3[CH2:6][S:5]2)[N:23]=1 |f:0.1|. Starting materials: [I-].CSC=1SC[C@H]2[N+]1CC=1C=CC=CC1C2 ((S)-3-methylthio-1,5,10,10a-tetrahydrothiazolo[3,4-b]isoquinolinium iodide), NC1=NC=CC(=N1)C (2-amino-4-methylpyrimidine).